The task is: describe an organic reaction: reactants, conditions, products, and yield. This data is from the Open Reaction Database (ORD), a public repository of structured organic reaction records. Yield: 89.1%. Product: CN1C(C(CC1)C(=O)OC)=O (methyl 1-methyl-2-oxopyrrolidine-3-carboxylate). Run at temperature -78 celsius, time 1 hour. Solvent: C1CCOC1 (THF). As a reaction SMILES: [CH3:1][N:2]1[CH2:6][CH2:5][CH2:4][C:3]1=[O:7].[Li+].CC([N-]C(C)C)C.Cl[C:17]([O:19][CH3:20])=[O:18]>C1COCC1>[CH3:1][N:2]1[CH2:6][CH2:5][CH:4]([C:17]([O:19][CH3:20])=[O:18])[C:3]1=[O:7] |f:1.2|. The reactants are CN1C(CCC1)=O (1-methylpyrrolidin-2-one), [Li+].CC(C)[N-]C(C)C (LDA), ClC(=O)OC (Methyl chloroformate). Procedure details: A 250 mL round-bottomed flask was charged with 1-methylpyrrolidin-2-one (5.05 mL, 52.5 mmol), LDA (43.8 mL, 78.8 mmol, 1.8 M), and THF (125 mL). The reaction mixture stirred at −78° C. for 1 hour. Methyl chloroformate (6.06 mL, 78.8 mmol), was added, and the reaction mixture was stirred at room temperature until LC-MS showed that the starting material had been consumed (4 hours). Water (125 mL) was added, and the aqueous layer was extracted with EtOAc (3×250 mL). The combined organic layers were... Reactants: O (H2O), C(=O)([O-])[O-].[K+].[K+] (K2CO3), BrCCCCCCCCCCCC (1-bromododecane), OC=1C=C(C=O)C=CC1O (3,4-dihydroxybenzaldehyde). Solvent: CN(C)C=O (DMF). Conditions: temperature 100 celsius. The product is C(CCCCCCCCCCC)OC=1C=C(C=O)C=CC1OCCCCCCCCCCCC (3,4-bis(dodecyloxy)benzaldehyde). The yield is 75.4%. Reaction SMILES: [C:1]([O-:4])([O-])=O.[K+].[K+].Br[CH2:8][CH2:9][CH2:10][CH2:11][CH2:12][CH2:13][CH2:14][CH2:15][CH2:16][CH2:17][CH2:18][CH3:19].[OH:20][C:21]1[CH:22]=[C:23]([CH:26]=[CH:27][C:28]=1O)[CH:24]=[O:25].O>CN(C=O)C>[CH2:8]([O:20][C:21]1[CH:22]=[C:23]([CH:26]=[CH:27][C:28]=1[O:4][CH2:1][CH2:18][CH2:17][CH2:16][CH2:15][CH2:14][CH2:13][CH2:12][CH2:11][CH2:10][CH2:9][CH3:8])[CH:24]=[O:25])[CH2:9][CH2:10][CH2:11][CH2:12][CH2:13][CH2:14][CH2:15][CH2:16][CH2:17][CH2:18][CH3:19] |f:0.1.2|. Procedure details: K2CO3 (50.03 g, 0.362 mol) and 1-bromododecane (90.3 g, 0.362 mol) were added to a solution of 3,4-dihydroxybenzaldehyde (25.0 g, 0.181 mol) in 500 mL of DMF. The reaction mixture was heated at 100° C. for 2 days. The mixture was poured into H2O and extracted with CH2Cl2. The organic layer was dried over anhydrous MgSO4. The solvent was removed under reduced pressure. The crude product was recrystallized from MeOH to give an off-white solid (64.8 g, 72.8%). mp 69-70° C. 1H NMR (200 MHz, CDCl3, δ... Starting materials: [BH4-], COc1cc2c(cc1OC)CC(N(C)CCCN1CCc3cc(OC)c(OC)cc3C(=O)C1=O)CC2, CO, Cl, [Na+], O. The product is COc1cc2c(cc1OC)CC(N(C)CCCN1CCc3cc(OC)c(OC)cc3C(O)C1=O)CC2. RXN SMILES: [BH4-:37].[CH3:1][O:2][c:3]1[cH:4][c:5]2[c:6]([cH:33][c:34]1[O:35][CH3:36])[C:7](=[O:32])[C:8](=[O:31])[N:9]([CH2:12][CH2:13][CH2:14][N:15]([CH:16]1[CH2:17][c:18]3[cH:19][c:20]([O:28][CH3:29])[c:21]([O:26][CH3:27])[cH:22][c:23]3[CH2:24][CH2:25]1)[CH3:30])[CH2:10][CH2:11]2.[CH3:41][OH:42].[ClH:39].[Na+:38].[OH2:40]>>[CH3:1][O:2][c:3]1[cH:4][c:5]2[c:6]([cH:33][c:34]1[O:35][CH3:36])[CH:7]([OH:32])[C:8](=[O:31])[N:9]([CH2:12][CH2:13][CH2:14][N:15]([CH:16]1[CH2:17][c:18]3[cH:19][c:20]([O:28][CH3:29])[c:21]([O:26][CH3:27])[cH:22][c:23]3[CH2:24][CH2:25]1)[CH3:30])[CH2:10][CH2:11]2.